Dataset: the Open Reaction Database (ORD), a public repository of structured organic reaction records. Task: describe an organic reaction: reactants, conditions, products, and yield Starting materials: O=C(O)c1ccccc1Nc1ccc(OCc2ccccc2)cc1, CCOC(C)=O, [Cl-], [Li]C, [NH4+], C1CCOC1. The product is CC(=O)c1ccccc1Nc1ccc(OCc2ccccc2)cc1. As a reaction SMILES: [CH2:3]([c:4]1[cH:5][cH:6][cH:7][cH:8][cH:9]1)[O:10][c:11]1[cH:12][cH:13][c:14]([NH:17][c:18]2[c:19]([C:20](=[O:21])[OH:22])[cH:23][cH:24][cH:25][cH:26]2)[cH:15][cH:16]1.[CH3:27][CH2:28][O:29][C:30](=[O:31])[CH3:32].[Cl-:33].[Li:1][CH3:2].[NH4+:34].[O:35]1[CH2:36][CH2:37][CH2:38][CH2:39]1>>[CH2:3]([c:4]1[cH:5][cH:6][cH:7][cH:8][cH:9]1)[O:10][c:11]1[cH:12][cH:13][c:14]([NH:17][c:18]2[c:19]([C:20](=[O:21])[CH3:27])[cH:23][cH:24][cH:25][cH:26]2)[cH:15][cH:16]1. The reactants are ClC1=CC(=C(C(=O)OC)C=C1B1OC(C(O1)(C)C)(C)C)O (methyl 4-chloro-2-hydroxy-5-(4,4,5,5-tetramethyl-1,3,2-dioxaborolan-2-yl)benzoate), C1(=CC=CC=C1)C (toluene), BrCC1=CC=C(C=C1)N1N=CC=C1 (1-(4-(bromomethyl)phenyl)-1H-pyrazole), P(=O)([O-])([O-])[O-].[K+].[K+].[K+] (tripotassium phosphate). Reagents/catalysts: C=1C=CC(=CC1)[P](C=2C=CC=CC2)(C=3C=CC=CC3)[Pd]([P](C=4C=CC=CC4)(C=5C=CC=CC5)C=6C=CC=CC6)([P](C=7C=CC=CC7)(C=8C=CC=CC8)C=9C=CC=CC9)[P](C=1C=CC=CC1)(C=1C=CC=CC1)C=1C=CC=CC1 (tetrakis(triphenylphosphine)palladium(0)). Solvent: C(C)(=O)OCC (ethyl acetate), O (water), O (water), C(C)O (ethanol). Reaction conditions: temperature 100 celsius, time 8 hour. Yields the product N1(N=CC=C1)C1=CC=C(CC=2C(=CC(=C(C(=O)OC)C2)O)Cl)C=C1 (methyl 5-(4-(1H-pyrazol-1-yl)benzyl)-4-chloro-2-hydroxybenzoate). Yield: 37.7%. As a reaction SMILES: [Cl:1][C:2]1[C:11](B2OC(C)(C)C(C)(C)O2)=[CH:10][C:5]([C:6]([O:8][CH3:9])=[O:7])=[C:4]([OH:21])[CH:3]=1.C1(C)C=CC=CC=1.Br[CH2:30][C:31]1[CH:36]=[CH:35][C:34]([N:37]2[CH:41]=[CH:40][CH:39]=[N:38]2)=[CH:33][CH:32]=1.P([O-])([O-])([O-])=O.[K+].[K+].[K+]>C1C=CC([P]([Pd]([P](C2C=CC=CC=2)(C2C=CC=CC=2)C2C=CC=CC=2)([P](C2C=CC=CC=2)(C2C=CC=CC=2)C2C=CC=CC=2)[P](C2C=CC=CC=2)(C2C=CC=CC=2)C2C=CC=CC=2)(C2C=CC=CC=2)C2C=CC=CC=2)=CC=1.C(OCC)(=O)C.O.C(O)C>[N:37]1([C:34]2[CH:35]=[CH:36][C:31]([CH2:30][C:11]3[C:2]([Cl:1])=[CH:3][C:4]([OH:21])=[C:5]([CH:10]=3)[C:6]([O:8][CH3:9])=[O:7])=[CH:32][CH:33]=2)[CH:41]=[CH:40][CH:39]=[N:38]1 |f:3.4.5.6,^1:53,55,74,93|. Procedure details: To a solution of methyl 4-chloro-2-hydroxy-5-(4,4,5,5-tetramethyl-1,3,2-dioxaborolan-2-yl)benzoate (0.15 g) in a mixed solvent of toluene (4.00 mL)-ethanol (0.80 mL)-water (0.80 mL) were added 1-(4-(bromomethyl)phenyl)-1H-pyrazole (0.11 g), tetrakis(triphenylphosphine)palladium(0) (0.06 g) and tripotassium phosphate (0.26 g), and the mixture was stirred overnight at 100° C. under argon atmosphere. The reaction mixture was allowed to be cooled to room temperature, water and ethyl acetate were add...